describe an organic reaction: reactants, conditions, products, and yield From a dataset of the Open Reaction Database (ORD), a public repository of structured organic reaction records. Reactants: [O-][Mn](=O)(=O)=O.[K+] (KMnO4), O1C(=CC=C1)C1=CC(=NN1C1=CC=CC=C1)C(F)(F)F (5-(furan-2-yl)-1-phenyl-3-(trifluoromethyl)-1H-pyrazole), C(C)(C)O (isopropyl alcohol). Run in CC(=O)C (acetone). Reaction conditions: temperature 60 celsius, time 8 hour. Product: C1(=CC=CC=C1)N1N=C(C=C1C(=O)O)C(F)(F)F (1-phenyl-3-(trifluoromethyl)-1H-pyrazole-5-carboxylic acid). Isolated yield 88.0%. Reaction SMILES: [O:1]1C=CC=[C:2]1[C:6]1[N:10]([C:11]2[CH:16]=[CH:15][CH:14]=[CH:13][CH:12]=2)[N:9]=[C:8]([C:17]([F:20])([F:19])[F:18])[CH:7]=1.[O-:21][Mn](=O)(=O)=O.[K+].C(O)(C)C>CC(C)=O>[C:11]1([N:10]2[C:6]([C:2]([OH:1])=[O:21])=[CH:7][C:8]([C:17]([F:20])([F:19])[F:18])=[N:9]2)[CH:16]=[CH:15][CH:14]=[CH:13][CH:12]=1 |f:1.2|. Reported procedure: Intermediate 6 (2.84 g, 10.2 mmol) was dissolved in acetone (120 ml) and KMnO4 (11.2 gms, 71.45 mmol in 135 ml water) solution was added to it. This mixture was heated at 60° C. for 3 h and then cooled to rt. Then isopropyl alcohol was added to the reaction mixture and stirred at rt overnight. The reaction mixture filtered through celite and filtrate was evaporated on high vacuum. The residue was dissolved in 1N NaOH and washed with petether. Aqueous layer was acidified with 2N HCl solution to o... Reactants: N#N (N2), CC1(OCCO1)C=1C=C(C=CC1)CC(=O)O ([3-(2-methyl-[1,3]dioxolan-2-yl)-phenyl]-acetic acid), C=1C=CC2=C(C1)N=NN2O (HOBT), C(CCl)Cl (EDC), CCN(C(C)C)C(C)C (DIPEA), Cl.COC([C@@H](N)CO)=O (serine methylester hydrochloride). Reagents/catalysts: CN(C)C=1C=CN=CC1 (DMAP). Run in O (Water), C(Cl)Cl (CH2Cl2). Reaction conditions: time 30 minute. The product is COC(C(CO)NC(CC1=CC(=CC=C1)C1(OCCO1)C)=O)=O (3-Hydroxy-2-{2-[3-(2-methyl-[1,3]dioxolan-2-yl)-phenyl]-acetylamino}-propionic acid methyl ester). Reaction SMILES: N#N.[CH3:3][C:4]1([C:9]2[CH:10]=[C:11]([CH2:15][C:16]([OH:18])=O)[CH:12]=[CH:13][CH:14]=2)[O:8][CH2:7][CH2:6][O:5]1.C1C=CC2N(O)N=NC=2C=1.C(Cl)CCl.CCN(C(C)C)C(C)C.Cl.[CH3:43][O:44][C:45](=[O:50])[C@H:46]([CH2:48][OH:49])[NH2:47]>C(Cl)Cl.CN(C1C=CN=CC=1)C.O>[CH3:43][O:44][C:45](=[O:50])[CH:46]([NH:47][C:16](=[O:18])[CH2:15][C:11]1[CH:12]=[CH:13][CH:14]=[C:9]([C:4]2([CH3:3])[O:5][CH2:6][CH2:7][O:8]2)[CH:10]=1)[CH2:48][OH:49] |f:5.6|. Procedure details: In a flame dried round-bottomed flask equipped with a magnetic stir bar and under inert atmosphere (N2), a solution of [3-(2-methyl-[1,3]dioxolan-2-yl)-phenyl]-acetic acid (2.20 g, 9.90 mmol) in CH2Cl2 (100 mL) was treated sequentially with DMAP (301 mg, 2.47 mmol), HOBT (1.61 g, 11.90 mmol), EDC (4.74 g, 24.75 mmol) and DIPEA (6.78 mL, 39.60 mmol). After stirring for 30 min at rt, serine methylester hydrochloride (1.62 g, 10.39 mmol) was added and the reaction mixture stirred overnight at rt. W...